From a dataset of the Open Reaction Database (ORD), a public repository of structured organic reaction records. describe an organic reaction: reactants, conditions, products, and yield The reactants are ClC=1C=C(C=CC1OC(C)C)C1=NC(=NO1)C=1C=CC=C2C(=CNC12)C=O (7-(5-{3-chloro-4-[(1-methylethyl)oxy]phenyl}-1,2,4-oxadiazol-3-yl)-1H-indole-3-carbaldehyde), N[C@H](C)C(=O)OC (methyl D-alaninate), [BH-](OC(=O)C)(OC(=O)C)OC(=O)C.[Na+] (NaBH(OAc)3), C=O (formaldehyde). The solvent is C(Cl)Cl (DCM), C(C)(=O)O (acetic acid). Conditions: temperature 40 celsius, time 2 hour. Product: ClC=1C=C(C=CC1OC(C)C)C1=NC(=NO1)C=1C=CC=C2C(=CNC12)CN([C@H](C)C(=O)O)C (N-{[7-(5-{3-chloro-4-[(1-methylethyl)oxy]phenyl}-1,2,4-oxadiazol-3-yl)-1H-indol-3-yl]methyl}-N-methyl-D-alanine). The yield is 19.0%. As a reaction SMILES: [Cl:1][C:2]1[CH:3]=[C:4]([C:12]2[O:16][N:15]=[C:14]([C:17]3[CH:18]=[CH:19][CH:20]=[C:21]4[C:25]=3[NH:24][CH:23]=[C:22]4[CH:26]=O)[N:13]=2)[CH:5]=[CH:6][C:7]=1[O:8][CH:9]([CH3:11])[CH3:10].[NH2:28][C@@H:29]([C:31]([O:33]C)=[O:32])[CH3:30].[BH-](OC(C)=O)(OC(C)=O)O[C:37](C)=O.[Na+].C=O>C(Cl)Cl.C(O)(=O)C>[Cl:1][C:2]1[CH:3]=[C:4]([C:12]2[O:16][N:15]=[C:14]([C:17]3[CH:18]=[CH:19][CH:20]=[C:21]4[C:25]=3[NH:24][CH:23]=[C:22]4[CH2:26][N:28]([CH3:37])[C@@H:29]([C:31]([OH:33])=[O:32])[CH3:30])[N:13]=2)[CH:5]=[CH:6][C:7]=1[O:8][CH:9]([CH3:11])[CH3:10] |f:2.3|. Procedure details: To a stirred solution of 7-(5-{3-chloro-4-[(1-methylethyl)oxy]phenyl}-1,2,4-oxadiazol-3-yl)-1H-indole-3-carbaldehyde (D61) (150 mg), methyl D-alaninate (81 mg) and acetic acid (24 mg) in DCM (10 mL) was added NaBH(OAc)3 (167 mg). The mixture was stirred at 40° C. for 2 h, followed by addition of formaldehyde (120 mg). This mixture was stirred at 40° C. overnight. After concentration, the residue was dissolved in THF (5 mL), followed by addition of aqueous NaOH (2 M, 2 mL). The mixture was stirre... Starting materials: FC1=CC=C(C(=O)NCC(C(C)C)=O)C=C1 (N-(4-fluorobenzoyl)isobutyrylmethylamine), [H-].[Na+] (sodium hydride), BrCC(=O)OCC (ethyl bromoacetate). Product: FC1=CC=C(C(=O)NC(CC(=O)OCC)C(C(C)C)=O)C=C1 (ethyl 3-(4-fluorobenzoylamino)-3-isobutyrylpropionate). The yield is 90.2%. As a reaction SMILES: [F:1][C:2]1[CH:16]=[CH:15][C:5]([C:6]([NH:8][CH2:9][C:10](=[O:14])[CH:11]([CH3:13])[CH3:12])=[O:7])=[CH:4][CH:3]=1.[H-].[Na+].Br[CH2:20][C:21]([O:23][CH2:24][CH3:25])=[O:22]>>[F:1][C:2]1[CH:16]=[CH:15][C:5]([C:6]([NH:8][CH:9]([C:10](=[O:14])[CH:11]([CH3:13])[CH3:12])[CH2:20][C:21]([O:23][CH2:24][CH3:25])=[O:22])=[O:7])=[CH:4][CH:3]=1 |f:1.2|. Procedure: 5.6 g of N-(4-fluorobenzoyl)isobutyrylmethylamine, 1.2 g of 61% sodium hydride and 4.61 g of ethyl bromoacetate are treated in the same manner as described in Preparation 1-(5). 7.0 g of ethyl 3-(4-fluorobenzoylamino)-3-isobutyrylpropionate are thereby obtained as oil. Yield: 90.0% Reported procedure: A mixture of 18 g (0.075 mol) of the xanthine compound from stage (a), 12.5 g (0.083mol) of 1-chloro-5-hydroxy-5-methylhexane (Example 1a) and 11.5 g (0.083 mol) of potassium carbonate in 500 ml of dimethylformamide is stirred for 18 hours at 110° C., after which the hot mixture is filtered and the filtrate is concentrated in vacuo. The oily crude product, which gradually crystallizes through, can advantageously be purified by filtration over a silica gel column using a chloroform/methanol (10:1... The product is OC(CN1C=NC=2N(C(N(C(C12)=O)CCCCC(C)(C)O)=O)C)CO (7-(2,3-Dihydroxypropyl)-1-(5-hydroxy-5-methylhexyl)-3-methylxanthine). Run in CN(C=O)C (dimethylformamide). Starting materials: OC(CN1C=NC=2N(C(NC(C12)=O)=O)C)CO (7-(2,3-Dihydroxypropyl)-3-methylxanthine), ClCCCCC(C)(C)O (1-chloro-5-hydroxy-5-methylhexane), C([O-])([O-])=O.[K+].[K+] (potassium carbonate). RXN SMILES: [OH:1][CH:2]([CH2:16][OH:17])[CH2:3][N:4]1[C:12]2[C:11](=[O:13])[NH:10][C:9](=[O:14])[N:8]([CH3:15])[C:7]=2[N:6]=[CH:5]1.Cl[CH2:19][CH2:20][CH2:21][CH2:22][C:23]([OH:26])([CH3:25])[CH3:24].C(=O)([O-])[O-].[K+].[K+]>CN(C)C=O>[OH:1][CH:2]([CH2:16][OH:17])[CH2:3][N:4]1[C:12]2[C:11](=[O:13])[N:10]([CH2:19][CH2:20][CH2:21][CH2:22][C:23]([OH:26])([CH3:25])[CH3:24])[C:9](=[O:14])[N:8]([CH3:15])[C:7]=2[N:6]=[CH:5]1 |f:2.3.4|. Run at temperature 110 celsius, time 18 hour. Reactants: O1CCC(CC1)C1(CCC2(OCCO2)CC1)C#N (8-(Tetrahydropyran-4-yl)-1,4-dioxa-spiro[4.5]decane-8-carbonitrile), C([O-])(O)=O.[Na+] (sodium bicarbonate). The solvent is [Cl-].[Na+].O (brine), C(C)(=O)O (acetic acid), O (water). Run at temperature 100 celsius. The product is O=C1CCC(CC1)(C#N)C1CCOCC1 (4-Oxo-1-(tetrahydro-pyran-4-yl)-cyclohexanecarbonitrile). The yield is 70.4%. RXN SMILES: [O:1]1[CH2:6][CH2:5][CH:4]([C:7]2([C:17]#[N:18])[CH2:16][CH2:15][C:10]3(OCC[O:11]3)[CH2:9][CH2:8]2)[CH2:3][CH2:2]1.C(=O)(O)[O-].[Na+]>C(O)(=O)C.O.[Cl-].[Na+].O>[O:11]=[C:10]1[CH2:15][CH2:16][C:7]([CH:4]2[CH2:3][CH2:2][O:1][CH2:6][CH2:5]2)([C:17]#[N:18])[CH2:8][CH2:9]1 |f:1.2,5.6.7|. Procedure details: A solution of 10.3 g (40.8 mmol) of 8-(tetrahydropyran-4-yl)-1,4-dioxa-spiro[4.5]decane-8-carbonitrile (5) in a mixture of 90 mL of acetic acid and 18 mL of water was heated at 100° C. for 24 h. The mixture was cooled to room temperature and slowly poured onto 1.2 L of cold saturated aqueous sodium bicarbonate solution. The mixture was diluted with 600 mL of brine and extracted six times with methyl-tert-butyl ether. The combined organic phases were washed with water and brine, dried over magnes... The reactants are NCCC=1N(C=CC1)C (2-(2-aminoethyl)-1-methylpyrrole), COC1=C(C=CC=C1)S(=O)(=O)Cl (2-methoxybenzenesulphonylchloride). The product is COC1=C(C=CC=C1)S(=O)(=O)NCCC=1N(C=CC1)C (2-[2-(2-Methoxybenzenesulphonylamino)-ethyl]-1-methylpyrrole). Reaction SMILES: [NH2:1][CH2:2][CH2:3][C:4]1[N:5]([CH3:9])[CH:6]=[CH:7][CH:8]=1.[CH3:10][O:11][C:12]1[CH:17]=[CH:16][CH:15]=[CH:14][C:13]=1[S:18](Cl)(=[O:20])=[O:19]>>[CH3:10][O:11][C:12]1[CH:17]=[CH:16][CH:15]=[CH:14][C:13]=1[S:18]([NH:1][CH2:2][CH2:3][C:4]1[N:5]([CH3:9])[CH:6]=[CH:7][CH:8]=1)(=[O:20])=[O:19]. Reported procedure: Prepared from 2-(2-aminoethyl)-1-methylpyrrole and 2-methoxybenzenesulphonylchloride analogously to Example A. Reactants: C(C)OC(=O)C(C(C)CCCCCCCCC)C(=O)OCC (Diethyl(2-n-nonylpropanedicarboxylate)), [H-].[Al+3].[Li+].[H-].[H-].[H-] (lithium aluminum hydride). Yields the product C(CCCCCCCC)C(CO)CO (2-n-Nonylpropan-1,3 -diol). As a reaction SMILES: C([O:3][C:4]([CH:6]([C:18](OCC)=[O:19])[CH:7]([CH2:9][CH2:10][CH2:11][CH2:12][CH2:13][CH2:14][CH2:15][CH2:16]C)C)=O)C.[H-].[Al+3].[Li+].[H-].[H-].[H-]>>[CH2:7]([CH:6]([CH2:4][OH:3])[CH2:18][OH:19])[CH2:9][CH2:10][CH2:11][CH2:12][CH2:13][CH2:14][CH2:15][CH3:16] |f:1.2.3.4.5.6|. Procedure details: Quantities: compound from Example 5 (76.5 g, 0.28 mol) and lithium aluminum hydride (23 g, 0.6 mol). The experimental procedure was as described in Example 6. Reactants: 7-Aza-6-methoxy-2-methoxycarbonylmethyl-1-tetralone, OC1C(CCC=2C=C(N=CC12)OC)CC(=O)OC (methyl 8-hydroxy-3-methoxy-5,6,7,8-tetrahydro-2-azanaphthalene-7-acetate), [BH4-].[Na+] (sodium borohydride). The reagents and catalysts are [Pd].C1(=CC=CC=C1)OC (Pd on Carbon anisole). Product: COC(CC1=CC=C2C=C(N=CC2=C1)OC)=O (methyl-3-methoxy-2-azanaphthalene-7-acetate). RXN SMILES: O[CH:2]1[C:11]2[CH:10]=[N:9][C:8]([O:12][CH3:13])=[CH:7][C:6]=2[CH2:5][CH2:4][CH:3]1[CH2:14][C:15]([O:17][CH3:18])=[O:16].[BH4-].[Na+]>[Pd].C1(OC)C=CC=CC=1>[CH3:18][O:17][C:15](=[O:16])[CH2:14][C:3]1[CH:2]=[C:11]2[C:6]([CH:7]=[C:8]([O:12][CH3:13])[N:9]=[CH:10]2)=[CH:5][CH:4]=1 |f:1.2,3.4|. Procedure: 7-Aza-6-methoxy-1-tetralone is reacted with glyoxylic acid to provide 7-aza-2-carboxy-hydroxymethyl-6-methoxy-1-tetralone and this compound is dehydrated by heating in base to provide 7-aza-2-carboxy-methylidene-6-methoxy-1-tetralone. Saturation of the double bond with zinc in acetic acid followed by acid catalysed esterification with methanol and sulfuric acid provides 7-aza-6-methoxy-2-methoxycarbonylmethyl-1-tetralone. 7-Aza-6-methoxy-2-methoxycarbonylmethyl-1-tetralone to methyl 8-hydroxy-3-... Starting materials: [Cl-].[Na+] (sodium chloride), C(C)S (ethyl mercaptan), ClC=1SC(=C(N1)C1=CC=C(C=C1)OC)C1=CC=C(C=C1)OC (2-chloro-4,5-bis-(p-methoxyphenyl)-thiazole), [H-].[Na+] (sodium hydride). Solvent: CN(P(N(C)C)(N(C)C)=O)C (hexamethylphosphoric acid triamide). Run at time 1 hour. Yields the product C(C)SC=1SC(=C(N1)C1=CC=C(C=C1)OC)C1=CC=C(C=C1)OC (2-Ethylthio-4,5-bis-(p-methoxyphenyl)-thiazole). Reaction SMILES: [CH2:1]([SH:3])[CH3:2].[H-].[Na+].Cl[C:7]1[S:8][C:9]([C:20]2[CH:25]=[CH:24][C:23]([O:26][CH3:27])=[CH:22][CH:21]=2)=[C:10]([C:12]2[CH:17]=[CH:16][C:15]([O:18][CH3:19])=[CH:14][CH:13]=2)[N:11]=1.[Cl-].[Na+]>CN(C)P(=O)(N(C)C)N(C)C>[CH2:1]([S:3][C:7]1[S:8][C:9]([C:20]2[CH:25]=[CH:24][C:23]([O:26][CH3:27])=[CH:22][CH:21]=2)=[C:10]([C:12]2[CH:13]=[CH:14][C:15]([O:18][CH3:19])=[CH:16][CH:17]=2)[N:11]=1)[CH3:2] |f:1.2,4.5|. Procedure details: 0.217 g of ethyl mercaptan is dissolved under nitrogen in 10 ml of hexamethylphosphoric acid triamide, the solution is cooled to 10° and, while stirring, 170 mg of 50% strength sodium hydride suspension (in mineral oil, de-oiled with hexane) are added in portions. The mixture is then stirred for 15 minutes at room temperature, 1.0 g of 2-chloro-4,5-bis-(p-methoxyphenyl)-thiazole is added and stirring is carried out at room temperature for 1 hour. The mixture is then poured into 300 ml of 10% str... Reactants: C1CCNC1, CC(C)=O, CCOC(C)=O, CO, CC(=O)c1cc(F)ccc1O. Product: CC1(C)CC(=O)c2cc(F)ccc2O1. RXN SMILES: [CH2:16]1[CH2:17][NH:18][CH2:19][CH2:20]1.[CH3:12][C:13]([CH3:14])=[O:15].[CH3:21][CH2:22][O:23][C:24]([CH3:25])=[O:26].[CH3:27][OH:28].[F:1][c:2]1[cH:3][cH:4][c:5]([OH:11])[c:6]([C:8]([CH3:9])=[O:10])[cH:7]1>>[F:1][c:2]1[cH:3][cH:4][c:5]2[c:6]([cH:7]1)[C:8](=[O:10])[CH2:9][C:13]([CH3:12])([CH3:14])[O:11]2.